describe an organic reaction: reactants, conditions, products, and yield From a dataset of the Open Reaction Database (ORD), a public repository of structured organic reaction records. Product: CC1(CC(C=2C(=C(SC2SC)C2=NN(C=N2)C)C1)=O)C (6,6-Dimethyl-3-methylthio-1-(1-methyl-1,2,4-triazol-3-yl)-4,5,6,7-tetrahydrobenzo[c]thiophen-4-one). Reaction SMILES: C(O[C:4]([C:6]1[S:7][C:8]([S:18][CH3:19])=[C:9]2[C:14](=[O:15])[CH2:13][C:12]([CH3:17])([CH3:16])[CH2:11][C:10]=12)=[NH:5])C.[CH3:20][NH:21][NH2:22].[CH2:23](O)C>>[CH3:16][C:12]1([CH3:17])[CH2:11][C:10]2=[C:6]([C:4]3[N:5]=[CH:20][N:21]([CH3:23])[N:22]=3)[S:7][C:8]([S:18][CH3:19])=[C:9]2[C:14](=[O:15])[CH2:13]1. Conditions: temperature 50 celsius. Isolated yield 15.0%. Starting materials: C(C)OC(=N)C=1SC(=C2C1CC(CC2=O)(C)C)SC (6,6-Dimethyl-3-methylthio-4,5,6,7-tetrahydrobenzo[c]thiophen-4-one-1-carboximidic acid ethyl ester), C(C)O (ethanol), CNN (methyl hydrazine). Procedure: 6,6-Dimethyl-3-methylthio-4,5,6,7-tetrahydrobenzo[c]thiophen-4-one-1-carboximidic acid ethyl ester (1.0 g, 3.37 mmol) was dissolved in ethanol (60 mL) and methyl hydrazine (0.16 g, 3.37 mmol) was added. The solution was heated at 50° C. for 7 h then evaporated to dryness and the residue was taken up in formic acid (20 mL). The solution was heated at 100° C. for 16 h then evaporated to dryness. The residue was dissolved in CH2Cl2 and washed with saturated potassium carbonate solution, then evapor... The reactants are O1CCC(C2=CC=CC=C12)=O (4-chromanone), C(C)OC(N(C)C)OCC (N,N-dimethylformamide diethyl acetal). Yields the product CN(C)C=C1COC2=CC=CC=C2C1=O (3-(dimethylaminomethylene)-chroman-4-one), desired product. RXN SMILES: [O:1]1[C:10]2[C:5](=[CH:6][CH:7]=[CH:8][CH:9]=2)[C:4](=[O:11])[CH2:3][CH2:2]1.C(O[CH:15](OCC)[N:16]([CH3:18])[CH3:17])C>>[CH3:15][N:16]([CH:18]=[C:3]1[C:4](=[O:11])[C:5]2[C:10](=[CH:9][CH:8]=[CH:7][CH:6]=2)[O:1][CH2:2]1)[CH3:17]. Procedure: The 3-(dimethylaminomethylene)-chroman-4-one starting material was prepared from 4-chromanone (5.0 g, 33.7 mmol) and N,N-dimethylformamide diethyl acetal (15 ml, 87.5 mmol) to give the desired product as orange crystals (4.3 g) m.p. 135.8°. MS (ES+) 204 (100%). Reactants: ice water, C(C)OC(CCl)OCC (chloroacetaldehyde diethylacetal), [I-].[K+] (potassium iodide), C(C)OC(COC1=C(C=CC(=C1)F)OC)OCC (2-(5-Fluoro-2-methoxyphenoxy)acetaldehyde diethylacetal), FC=1C=CC(=C(C1)O)OC (5-fluoro-2-methoxyphenol), C([O-])([O-])=O.[K+].[K+] (potassium carbonate). The solvent is CN(C=O)C (N,N-dimethylformamide). Reaction conditions: temperature 100 celsius. Product: FC=1C=CC(=C(OCC=O)C1)OC (2-(5-Fluoro-2-methoxyphenoxy)acetaldehyde). Reaction SMILES: C([O:3][CH:4](OCC)[CH2:5][O:6][C:7]1[CH:12]=[C:11]([F:13])[CH:10]=[CH:9][C:8]=1[O:14][CH3:15])C.FC1C=CC(OC)=C(O)C=1.C(=O)([O-])[O-].[K+].[K+].C(OC(OCC)CCl)C.[I-].[K+]>CN(C)C=O>[F:13][C:11]1[CH:10]=[CH:9][C:8]([O:14][CH3:15])=[C:7]([CH:12]=1)[O:6][CH2:5][CH:4]=[O:3] |f:2.3.4,6.7|. Reported procedure: 2-(5-Fluoro-2-methoxyphenoxy)acetaldehyde diethylacetal A suspension of 10.8 g of 5-fluoro-2-methoxyphenol and 12.6 g of potassium carbonate in 45 ml of N,N-dimethylformamide was heated for 45 minutes at 100° C. To the reaction mixture were added 18.5 ml of chloroacetaldehyde diethylacetal and 12.7 g of potassium iodide and the reaction mixture was heated for 4 hours at 140° C. After cooling, the reaction mixture was poured into ice water and extracted with ether. The extract was washed with aqu... The reactants are NC=1C=NC2=CC=CC=C2C1N (3,4 -diaminoquinoline), ClC(C(OC)=N)(Cl)Cl (methyl trichloroacetimidate), C(C)(=O)O (acetic acid). Yields the product C(C)(=O)O.NC1=C(C=NC2=CC=CC=C12)NC(C(Cl)(Cl)Cl)=N (4-Amino-3-(trichloroacetimidoylamino)quinoline acetate). Isolated yield 80.0%. Reaction SMILES: [NH2:1][C:2]1[CH:3]=[N:4][C:5]2[C:10]([C:11]=1[NH2:12])=[CH:9][CH:8]=[CH:7][CH:6]=2.[Cl:13][C:14]([Cl:20])([Cl:19])[C:15](=[NH:18])OC.[C:21]([OH:24])(=[O:23])[CH3:22]>>[C:21]([OH:24])(=[O:23])[CH3:22].[NH2:12][C:11]1[C:10]2[C:5](=[CH:6][CH:7]=[CH:8][CH:9]=2)[N:4]=[CH:3][C:2]=1[NH:1][C:15](=[NH:18])[C:14]([Cl:20])([Cl:19])[Cl:13] |f:3.4|. Reported procedure: In the same manner as in Ref. Ex. 17, 1.59 g of 3,4 -diaminoquinoline (V-1) in 20 ml of acetic acid was treated with 1.9 g of methyl trichloroacetimidate to give 3.13 g (yield: 80%) of the titled compound (VIII-2). The reactants are NCC(CO)(C)C (3-Amino-2,2-dimethylpropan-1-ol), FC1=CC=C2C(=NN(C2=C1)C)C=1N=C2C(=NC1)N(C=C2C(=O)O)COCC[Si](C)(C)C (2-(6-Fluoro-1-methyl-1H-indazol-3-yl)-5-(2-trimethylsilanyl-ethoxymethyl)-5H-pyrrolo[2,3-b]pyrazine-7-carboxylic acid), F[B-](F)(F)F.N1(N=NC2=C1C=CC=C2)OC(=[N+](C)C)N(C)C (O-benzotriazol-1-yl-N,N,N′,N′-tetramethyluronium tetrafluoroborate), C(C)(C)N(C(C)C)CC (N,N-diisopropylethylamine). Solvent: C(C)(=O)OCC (ethyl acetate), O (Water), C(C)#N (acetonitrile). Reaction conditions: time 8 hour. Yields the product OCC(CNC(=O)C1=CN(C2=NC=C(N=C21)C2=NN(C1=CC(=CC=C21)F)C)COCC[Si](C)(C)C)(C)C (2-(6-fluoro-1-methyl-1H-indazol-3-yl)-5-(2-trimethylsilanyl-ethoxymethyl)-5H-pyrrolo[2,3-b]pyrazine-7-carboxylic acid (3-hydroxy-2,2-dimethyl-propyl)-amide). Isolated yield 89.7%. As a reaction SMILES: [F:1][C:2]1[CH:10]=[C:9]2[C:5]([C:6]([C:12]3[N:13]=[C:14]4[C:20]([C:21]([OH:23])=O)=[CH:19][N:18]([CH2:24][O:25][CH2:26][CH2:27][Si:28]([CH3:31])([CH3:30])[CH3:29])[C:15]4=[N:16][CH:17]=3)=[N:7][N:8]2[CH3:11])=[CH:4][CH:3]=1.F[B-](F)(F)F.N1(OC(N(C)C)=[N+](C)C)C2C=CC=CC=2N=N1.C(N(CC)C(C)C)(C)C.[NH2:63][CH2:64][C:65]([CH3:69])([CH3:68])[CH2:66][OH:67]>C(#N)C.C(OCC)(=O)C.O>[OH:67][CH2:66][C:65]([CH3:69])([CH3:68])[CH2:64][NH:63][C:21]([C:20]1[C:14]2[C:15](=[N:16][CH:17]=[C:12]([C:6]3[C:5]4[C:9](=[CH:10][C:2]([F:1])=[CH:3][CH:4]=4)[N:8]([CH3:11])[N:7]=3)[N:13]=2)[N:18]([CH2:24][O:25][CH2:26][CH2:27][Si:28]([CH3:29])([CH3:30])[CH3:31])[CH:19]=1)=[O:23] |f:1.2|. Procedure: 2-(6-Fluoro-1-methyl-1H-indazol-3-yl)-5-(2-trimethylsilanyl-ethoxymethyl)-5H-pyrrolo[2,3-b]pyrazine-7-carboxylic acid (80 mg, 0.18 mmol), O-benzotriazol-1-yl-N,N,N′,N′-tetramethyluronium tetrafluoroborate (87 mg, 0.27 mmol) and N,N-diisopropylethylamine (0.16 ml, 0.91 mmol) were dissolved in acetonitrile (1.8 ml). 3-Amino-2,2-dimethylpropan-1-ol (22 mg, 0.22 mmol) was added and the mixture was stirred at room temperature overnight. Water and ethyl acetate were added, the layers were separated an...